From a dataset of the Open Reaction Database (ORD), a public repository of structured organic reaction records. describe an organic reaction: reactants, conditions, products, and yield Reactants: NC=1C(=C(C=CC1F)NS(=O)(=O)C=1N=CN(C1)C)F (N-(3-amino-2,4-difluorophenyl)-1-methyl-1H-imidazole-4-sulfonamide), target compound, FC1=NC=CC=C1C1=C2N=CN(C2=NC=N1)C1OCCCC1 (6-(2-fluoropyridin-3-yl)-9-(tetrahydro-2H-pyran-2-yl)-9H-purine), lithium (bistrimethylsilyl) amide. Solvent: O (water). Reaction conditions: time 1 hour. Yields the product FC1=C(C=CC(=C1NC1=NC=CC=C1C1=C2N=CN(C2=NC=N1)C1OCCCC1)F)NS(=O)(=O)C=1N=CN(C1)C (N-(2,4-difluoro-3-(3-(9-(tetrahydro-2H-pyran-2-yl)-9H-purin-6-yl)pyridin-2-ylamino)phenyl)-1-methyl-1H-imidazole-4-sulfonamide). Yield: 82.0%. RXN SMILES: [NH2:1][C:2]1[C:3]([F:19])=[C:4]([NH:9][S:10]([C:13]2[N:14]=[CH:15][N:16]([CH3:18])[CH:17]=2)(=[O:12])=[O:11])[CH:5]=[CH:6][C:7]=1[F:8].F[C:21]1[C:26]([C:27]2[N:35]=[CH:34][N:33]=[C:32]3[C:28]=2[N:29]=[CH:30][N:31]3[CH:36]2[CH2:41][CH2:40][CH2:39][CH2:38][O:37]2)=[CH:25][CH:24]=[CH:23][N:22]=1>O>[F:19][C:3]1[C:2]([NH:1][C:21]2[C:26]([C:27]3[N:35]=[CH:34][N:33]=[C:32]4[C:28]=3[N:29]=[CH:30][N:31]4[CH:36]3[CH2:41][CH2:40][CH2:39][CH2:38][O:37]3)=[CH:25][CH:24]=[CH:23][N:22]=2)=[C:7]([F:8])[CH:6]=[CH:5][C:4]=1[NH:9][S:10]([C:13]1[N:14]=[CH:15][N:16]([CH3:18])[CH:17]=1)(=[O:12])=[O:11]. Procedure: The N-(3-amino-2,4-difluorophenyl)-1-methyl-1H-imidazole-4-sulfonamide (45 mg, 0.16 mmol) prepared at Step 5 and the 6-(2-fluoropyridin-3-yl)-9-(tetrahydro-2H-pyran-2-yl)-9H-purine (43 mg, 0.14 mmol) prepared at Step 7 were added and dissolved, and lithium (bistrimethylsilyl) amide (1.0M solution in THF) was applied slowly at 0° C. After stirring the reactant at room temperature for 1 hour, completing the reaction, pouring water, and extracting with ethylacetate, the organic layer was dried with... Starting materials: O=C1C=CC(=O)O1, C=COC(C)=O, CC(C)=O, CCO, Cc1ccccc1. Product: C=COC(C)=O, CCOC(=O)C=CC(=O)O. RXN SMILES: [C:12]1(=[O:18])[CH:13]=[CH:14][C:15](=[O:16])[O:17]1.[C:19]([CH3:20])(=[O:21])[O:22][CH:23]=[CH2:24].[CH3:1][C:2]([CH3:3])=[O:4].[CH3:25][CH2:26][OH:27].[CH3:5][c:6]1[cH:7][cH:8][cH:9][cH:10][cH:11]1>>[C:19]([CH3:20])(=[O:21])[O:22][CH:23]=[CH2:24].[CH3:1][CH2:2][O:4][C:15]([CH:14]=[CH:13][C:12]([OH:17])=[O:18])=[O:16]. Reactants: [N+](=O)([O-])C1=CC=C(CP(OCC)(OCC)=O)C=C1 (diethyl (4-nitrobenzyl)phosphonate), ClC=1C=C(C=O)C=CC1 (3-chlorobenzaldehyde). Yields the product ClC1=CC(=CC=C1)\C=C\C1=CC=C(C=C1)[N+](=O)[O-] ((E)-1-chloro-3-[2-(4-nitrophenyl)ethenyl]-benzene). Reaction SMILES: [N+:1]([C:4]1[CH:18]=[CH:17][C:7]([CH2:8]P(=O)(OCC)OCC)=[CH:6][CH:5]=1)([O-:3])=[O:2].[Cl:19][C:20]1[CH:21]=[C:22]([CH:25]=[CH:26][CH:27]=1)[CH:23]=O>>[Cl:19][C:20]1[CH:27]=[CH:26][CH:25]=[C:22](/[CH:23]=[CH:8]/[C:7]2[CH:6]=[CH:5][C:4]([N+:1]([O-:3])=[O:2])=[CH:18][CH:17]=2)[CH:21]=1. Procedure: In an analogous manner to that described in Example 36 a), the reaction of diethyl (4-nitrobenzyl)phosphonate with 3-chlorobenzaldehyde yields the (E)-1-chloro-3-[2-(4-nitrophenyl)ethenyl]-benzene as an orange crystalline solid; MS: m/e=259 (M)+. The reactants are CCOc1ccccc1C(=O)O, N=c1sc(C2CC2)nn1CC1CCCO1. Yields the product CCOc1ccccc1C(=O)N=c1sc(C2CC2)nn1CC1CCCO1. As a reaction SMILES: [CH2:16]([CH3:17])[O:18][c:19]1[c:20]([C:21](=[O:22])[OH:23])[cH:24][cH:25][cH:26][cH:27]1.[CH:1]1([c:4]2[n:5][n:6]([CH2:10][CH:11]3[O:12][CH2:13][CH2:14][CH2:15]3)[c:7](=[NH:9])[s:8]2)[CH2:2][CH2:3]1>>[CH:1]1([c:4]2[n:5][n:6]([CH2:10][CH:11]3[O:12][CH2:13][CH2:14][CH2:15]3)[c:7](=[N:9][C:21]([c:20]3[c:19]([O:18][CH2:16][CH3:17])[cH:27][cH:26][cH:25][cH:24]3)=[O:22])[s:8]2)[CH2:2][CH2:3]1. Reactants: Brc1cn(C(c2ccccc2)(c2ccccc2)c2ccccc2)cn1, C1CCOC1, [Li]CCCC, CN(C)C=O. Product: O=Cc1nc(Br)cn1C(c1ccccc1)(c1ccccc1)c1ccccc1. Reaction SMILES: [Br:1][c:2]1[n:3][cH:4][n:5]([C:7]([c:8]2[cH:9][cH:10][cH:11][cH:12][cH:13]2)([c:14]2[cH:15][cH:16][cH:17][cH:18][cH:19]2)[c:20]2[cH:21][cH:22][cH:23][cH:24][cH:25]2)[cH:6]1.[CH2:36]1[O:37][CH2:38][CH2:39][CH2:40]1.[CH3:26][CH2:27][CH2:28][CH2:29][Li:30].[O:31]=[CH:32][N:33]([CH3:34])[CH3:35]>>[Br:1][c:2]1[n:3][c:4]([CH:32]=[O:31])[n:5]([C:7]([c:8]2[cH:9][cH:10][cH:11][cH:12][cH:13]2)([c:14]2[cH:15][cH:16][cH:17][cH:18][cH:19]2)[c:20]2[cH:21][cH:22][cH:23][cH:24][cH:25]2)[cH:6]1. The reactants are C(C)(=O)OC(C)=O (Acetic anhydride), Cl.NC1CC2=CC=CC=C2C1 (2-amino indane hydrochloride), C(C)(=O)OCC (ethyl acetate). Solvent: C(C)N(CC)CC (triethylamine). Conditions: time 15 hour. Yields the product C1C(CC2=CC=CC=C12)NC(C)=O (N-Indan-2-yl-acetamide). As a reaction SMILES: C(O[C:5](=[O:7])[CH3:6])(=O)C.Cl.[NH2:9][CH:10]1[CH2:18][C:17]2[C:12](=[CH:13][CH:14]=[CH:15][CH:16]=2)[CH2:11]1.C(OCC)(=O)C>C(N(CC)CC)C>[CH2:11]1[C:12]2[C:17](=[CH:16][CH:15]=[CH:14][CH:13]=2)[CH2:18][CH:10]1[NH:9][C:5](=[O:7])[CH3:6] |f:1.2|. Procedure details: Acetic anhydride (3.55 ml) was dropped to the mixture of 6.37 g 2-amino indane hydrochloride, 60 ml of ethyl acetate and 10.4 ml triethylamine and the reaction mixture was stirred at room temperature for 15 hours. The solvents were evaporated in vacuo and the solid residue was digested with water, filtered and dried at 40° C. in vacuo. Run in C(C)O (ethanol), C(C)(=O)OCC (ethyl acetate). Procedure: 1-(1-Hydroxy-2-propyl)-2-triphenylmethylpiperazine (1.69 g) obtained in step 2 was dissolved in ethanol (20 ml), and a 4 mol/l hydrogen chloride solution in ethyl acetate (10 ml) was dropwise added thereto. The mixture was stirred at room temperature for 10 minutes. The solvent was distilled off under reduced pressure, the residue was suspended in ethyl ether, and the precipitated crystals were collected by filtration to give Compound L (840 mg, 89%). Reaction SMILES: [OH:1][CH2:2][CH:3]([N:5]1[CH2:10][CH2:9][NH:8][CH2:7][CH:6]1C(C1C=CC=CC=1)(C1C=CC=CC=1)C1C=CC=CC=1)[CH3:4].[ClH:30]>C(O)C.C(OCC)(=O)C>[ClH:30].[ClH:30].[OH:1][CH2:2][CH:3]([N:5]1[CH2:10][CH2:9][NH:8][CH2:7][CH2:6]1)[CH3:4] |f:4.5.6|. Yields the product Cl.Cl.OCC(C)N1CCNCC1 (1-(1-hydroxy-2-propyl)piperazine dihydrochloride). Run at time 10 minute. Starting materials: OCC(C)N1C(CNCC1)C(C1=CC=CC=C1)(C1=CC=CC=C1)C1=CC=CC=C1 (1-(1-Hydroxy-2-propyl)-2-triphenylmethylpiperazine), Cl (hydrogen chloride). Yield: 89.0%. Procedure: A suspension of the product of Example 1C (4.13 g, 18.77 mmol) and N,N-dimethylformamide (1.45 mL, 18.77 mmol) in hexanes (700 mL) was treated with oxalyl chloride (4.91 mL, 56.31 mmol) and stirred at 25° C. for 2 hours. The mixture was treated with Celite®, and then filtered through a pad of Celite®. The filtrate was concentrated in vacuo to afford the title compound which was used directly in the next procedure. The reactants are C1(=CC=CC=C1)C(C(=O)O)(CCC)CCC (2-phenyl-2-propylpentanoic Acid), CN(C=O)C (N,N-dimethylformamide), C(C(=O)Cl)(=O)Cl (oxalyl chloride). The solvent is hexanes. Yields the product C1(=CC=CC=C1)C(C(=O)Cl)(CCC)CCC (2-phenyl-2-propylpentanoyl Chloride). Run at temperature 25 celsius, time 2 hour. Reaction SMILES: [C:1]1([C:7]([CH2:14][CH2:15][CH3:16])([CH2:11][CH2:12][CH3:13])[C:8](O)=[O:9])[CH:6]=[CH:5][CH:4]=[CH:3][CH:2]=1.CN(C)C=O.C(Cl)(=O)C([Cl:25])=O>>[C:1]1([C:7]([CH2:14][CH2:15][CH3:16])([CH2:11][CH2:12][CH3:13])[C:8]([Cl:25])=[O:9])[CH:6]=[CH:5][CH:4]=[CH:3][CH:2]=1.